From a dataset of the Open Reaction Database (ORD), a public repository of structured organic reaction records. describe an organic reaction: reactants, conditions, products, and yield Starting materials: CC(Oc1nc(Br)cnc1N)c1c(F)ccc(F)c1Cl, COC(=O)c1ccc(B(O)O)cc1, Nc1ncc(-c2ccc(C(=O)O)cc2)cc1OCc1c(F)ccc(F)c1Cl. The product is CC(Oc1nc(-c2ccc(C(=O)O)cc2)cnc1N)c1c(F)ccc(F)c1Cl. As a reaction SMILES: [Br:28][c:29]1[n:30][c:31]([O:36][CH:37]([CH3:38])[c:39]2[c:40]([Cl:47])[c:41]([F:46])[cH:42][cH:43][c:44]2[F:45])[c:32]([NH2:35])[n:33][cH:34]1.[CH3:48][O:49][C:50]([c:51]1[cH:52][cH:53][c:54]([B:55]([OH:56])[OH:57])[cH:58][cH:59]1)=[O:60].[NH2:1][c:2]1[n:3][cH:4][c:5](-[c:8]2[cH:9][cH:10][c:11]([C:12](=[O:13])[OH:14])[cH:15][cH:16]2)[cH:6][c:7]1[O:17][CH2:18][c:19]1[c:20]([F:21])[cH:22][cH:23][c:24]([F:25])[c:26]1[Cl:27]>>[c:8]1(-[c:29]2[n:30][c:31]([O:36][CH:37]([CH3:38])[c:39]3[c:40]([Cl:47])[c:41]([F:46])[cH:42][cH:43][c:44]3[F:45])[c:32]([NH2:35])[n:33][cH:34]2)[cH:9][cH:10][c:11]([C:12](=[O:13])[OH:14])[cH:15][cH:16]1. Reactants: COCC(COC)N1CCc2cc(N)c(OC)cc2CC1, CS(=O)(=O)NC1CCCCC1Nc1nc(Cl)ncc1Cl. Product: COCC(COC)N1CCc2cc(Nc3ncc(Cl)c(NC4CCCCC4NS(C)(=O)=O)n3)c(OC)cc2CC1. Reaction SMILES: [CH3:1][O:2][c:3]1[c:4]([NH2:21])[cH:5][c:6]2[c:7]([cH:20]1)[CH2:8][CH2:9][N:10]([CH:13]([CH2:14][O:15][CH3:16])[CH2:17][O:18][CH3:19])[CH2:11][CH2:12]2.[Cl:22][c:23]1[n:24][cH:25][c:26]([Cl:41])[c:27]([NH:29][CH:30]2[CH:31]([NH:36][S:37](=[O:38])(=[O:39])[CH3:40])[CH2:32][CH2:33][CH2:34][CH2:35]2)[n:28]1>>[CH3:1][O:2][c:3]1[c:4]([NH:21][c:23]2[n:24][cH:25][c:26]([Cl:41])[c:27]([NH:29][CH:30]3[CH:31]([NH:36][S:37](=[O:38])(=[O:39])[CH3:40])[CH2:32][CH2:33][CH2:34][CH2:35]3)[n:28]2)[cH:5][c:6]2[c:7]([cH:20]1)[CH2:8][CH2:9][N:10]([CH:13]([CH2:14][O:15][CH3:16])[CH2:17][O:18][CH3:19])[CH2:11][CH2:12]2. Starting materials: ice water, CN(C1=CC=C(C(=O)C2=CC=C(C=C2)N(C)C)C=C1)C (4,4'-bisdimethylaminobenzophenone), [OH-].[Na+] (sodium hydroxide), OC1=C(C=CC=C1)C=1NC2=CC=CC=C2C1 (2-(2'-hydroxyphenyl)indole), P(=O)(Cl)(Cl)Cl (Phosphorus oxychloride). Solvent: C(Cl)(Cl)Cl (chloroform), C(Cl)(Cl)Cl (chloroform), C(Cl)(Cl)Cl (chloroform). Product: CN(C1=CC=C(C=C1)C1(OC2=C(C=CC=C2)C=2NC3=CC=CC=C3C21)C2=CC=C(C=C2)N(C)C)C (6,6-bis(p-dimethylaminophenyl)-6,11-dihydro-[1]benzopyrano[4,3-b]indole). Isolated yield 30.4%. RXN SMILES: [CH3:1][N:2]([CH3:20])[C:3]1[CH:19]=[CH:18][C:6]([C:7]([C:9]2[CH:14]=[CH:13][C:12]([N:15]([CH3:17])[CH3:16])=[CH:11][CH:10]=2)=[O:8])=[CH:5][CH:4]=1.P(Cl)(Cl)(Cl)=O.O[C:27]1[CH:32]=[CH:31][CH:30]=[CH:29][C:28]=1[C:33]1[NH:34][C:35]2[C:40]([CH:41]=1)=[CH:39][CH:38]=[CH:37][CH:36]=2.[OH-].[Na+]>C(Cl)(Cl)Cl>[CH3:17][N:15]([CH3:16])[C:12]1[CH:13]=[CH:14][C:9]([C:7]2([C:6]3[CH:5]=[CH:4][C:3]([N:2]([CH3:20])[CH3:1])=[CH:19][CH:18]=3)[C:41]3[C:40]4[C:35](=[CH:36][CH:37]=[CH:38][CH:39]=4)[NH:34][C:33]=3[C:28]3[CH:29]=[CH:30][CH:31]=[CH:32][C:27]=3[O:8]2)=[CH:10][CH:11]=1 |f:3.4|. Procedure details: 7.7 g of 4,4'-bisdimethylaminobenzophenone was dissolved in 50 ml of chloroform, and the solution was stirred. Phosphorus oxychloride (5 g) and 10 ml of chloroform were added thereto, and the mixture was stirred for 30 minutes at room temperature (about 20°-30° C.). Then, 6 g of 2-(2'-hydroxyphenyl)indole was added thereto, and the mixture was stirred at room temperature for 3 hours. The mixture was heated under reflux for an additional 2 hours. The heated mixture was cooled to room temperature,... Reactants: C(C)(=O)C1=C(NS(=O)(=O)C)C=CC=C1 (2'-Acetylmethanesulfonanilide), [H-].[Na+] (sodium hydride), C(C)(=O)OCC (ethyl acetate), CI (Methyl iodide). Solvent: O1CCCC1 (tetrahydrofuran), CN(C=O)C (Dimethylformamide), CN(C=O)C (dimethylformamide). Reaction conditions: time 15 minute. Product: O=C(C)C1=C(C=CC=C1)N(S(=O)(=O)C)C (N-[2-(1-oxoethyl)phenyl]-N-(methyl)methanesulfonamide). Reaction SMILES: [C:1]([C:4]1[CH:14]=[CH:13][CH:12]=[CH:11][C:5]=1[NH:6][S:7]([CH3:10])(=[O:9])=[O:8])(=[O:3])[CH3:2].[H-].[Na+].CI.[C:19](OCC)(=O)C>O1CCCC1.CN(C)C=O>[O:3]=[C:1]([C:4]1[CH:14]=[CH:13][CH:12]=[CH:11][C:5]=1[N:6]([CH3:19])[S:7]([CH3:10])(=[O:8])=[O:9])[CH3:2] |f:1.2|. Procedure details: 2'-Acetylmethanesulfonanilide (1.0 g, 4.7 mmol) in 10 ml tetrahydrofuran is reacted with 0.23 g (4.8 mmol) of 50% sodium hydride dispersion in mineral oil at 5° C. for 15 min. Methyl iodide (1.5 g, 10.56 mmol) in 10 ml of dimethylformamide is added over 15 min at 0°-10° C. and stirred in cold for 15 min. Dimethylformamide (10 ml) is added, and the reaction is stirred for 2 days at room temperature. The reaction is taken up into ethyl acetate, the organic layer washed with water, sodium carbonate...